Dataset: the Open Reaction Database (ORD), a public repository of structured organic reaction records. Task: describe an organic reaction: reactants, conditions, products, and yield RXN SMILES: [Br:1][c:2]1[c:3]([NH:12][CH2:13][C:14](=[O:15])[OH:16])[cH:4][cH:5][c:6]([C:8]([F:9])([F:10])[F:11])[cH:7]1.[Cl:17][c:18]1[cH:19][c:20]([NH2:32])[cH:21][cH:22][c:23]1[O:24][CH2:25][CH2:26][N:27]([CH2:28][CH3:29])[CH2:30][CH3:31]>>[Br:1][c:2]1[c:3]([NH:12][CH2:13][C:14](=[O:16])[NH:32][c:20]2[cH:19][c:18]([Cl:17])[c:23]([O:24][CH2:25][CH2:26][N:27]([CH2:28][CH3:29])[CH2:30][CH3:31])[cH:22][cH:21]2)[cH:4][cH:5][c:6]([C:8]([F:9])([F:10])[F:11])[cH:7]1. The reactants are O=C(O)CNc1ccc(C(F)(F)F)cc1Br, CCN(CC)CCOc1ccc(N)cc1Cl. The product is CCN(CC)CCOc1ccc(NC(=O)CNc2ccc(C(F)(F)F)cc2Br)cc1Cl. Starting materials: [BH4-], CO, NC1CC1, Cc1c(C=O)ccnc1Cl, [Na+], [Na+], [OH-]. The product is Cc1c(CNC2CC2)ccnc1Cl. Reaction SMILES: [BH4-:15].[CH3:19][OH:20].[CH:11]1([NH2:14])[CH2:12][CH2:13]1.[Cl:1][c:2]1[n:3][cH:4][cH:5][c:6]([CH:9]=[O:10])[c:7]1[CH3:8].[Na+:16].[Na+:18].[OH-:17]>>[Cl:1][c:2]1[n:3][cH:4][cH:5][c:6]([CH2:9][NH:14][CH:11]2[CH2:12][CH2:13]2)[c:7]1[CH3:8]. Starting materials: O=C([O-])O, Cc1ccc(N)cc1, Cc1ccccc1, [Na+], O=C(Cl)Cc1ccccc1. Product: Cc1ccc(NC(=O)Cc2ccccc2)cc1. As a reaction SMILES: [C:19](=[O:20])([O-:21])[OH:22].[CH3:1][c:2]1[cH:3][cH:4][c:5]([NH2:6])[cH:7][cH:8]1.[CH3:24][c:25]1[cH:26][cH:27][cH:28][cH:29][cH:30]1.[Na+:23].[c:9]1([CH2:15][C:16](=[O:17])[Cl:18])[cH:10][cH:11][cH:12][cH:13][cH:14]1>>[CH3:1][c:2]1[cH:3][cH:4][c:5]([NH:6][C:16]([CH2:15][c:9]2[cH:10][cH:11][cH:12][cH:13][cH:14]2)=[O:17])[cH:7][cH:8]1. Reactants: CC(C)(C)OC(=O)COCCc1cccc(C#N)c1, CCO, NO. Product: CC(C)(C)OC(=O)COCCc1cccc(C(N)=NO)c1. Reaction SMILES: [C:1](#[N:2])[c:3]1[cH:4][c:5]([CH2:9][CH2:10][O:11][CH2:12][C:13](=[O:14])[O:15][C:16]([CH3:17])([CH3:18])[CH3:19])[cH:6][cH:7][cH:8]1.[CH3:22][CH2:23][OH:24].[NH2:20][OH:21]>>[C:1]([NH2:2])([c:3]1[cH:4][c:5]([CH2:9][CH2:10][O:11][CH2:12][C:13](=[O:14])[O:15][C:16]([CH3:17])([CH3:18])[CH3:19])[cH:6][cH:7][cH:8]1)=[N:20][OH:21]. Starting materials: C(C)(=O)OCC (ethyl acetate), N1=CC=C2CNC3=C(CN21)C=CC=C3 (5,10-dihydro-4H-pyrazolo[5,1-c][1,4]benzodiazepine), CC1=C(C(=O)NC2=CC(=C(C(=O)Cl)C=C2)Cl)C=CC=C1 (4-[(2-methylbenzoyl)amino]-2-chlorobenzoyl chloride), C(C)(C)N(CC)C(C)C (diisopropylethylamine). Run in ClCCl (dichloromethane). Product: N1=CC=C2CN(C3=C(CN21)C=CC=C3)C(=O)C3=C(C=C(C=C3)NC(C3=C(C=CC=C3)C)=O)Cl (N-[4-(4H-Pyrazolo[5,1-c][1,4]benzodiazepin-5(10H)-ylcarbonyl)-3-chlorophenyl]-2-methylbenzamide). RXN SMILES: [N:1]1[N:10]2[C:4]([CH2:5][NH:6][C:7]3[CH:14]=[CH:13][CH:12]=[CH:11][C:8]=3[CH2:9]2)=[CH:3][CH:2]=1.[CH3:15][C:16]1[CH:34]=[CH:33][CH:32]=[CH:31][C:17]=1[C:18]([NH:20][C:21]1[CH:29]=[CH:28][C:24]([C:25](Cl)=[O:26])=[C:23]([Cl:30])[CH:22]=1)=[O:19].C(N(C(C)C)CC)(C)C.C(OCC)(=O)C>ClCCl>[N:1]1[N:10]2[C:4]([CH2:5][N:6]([C:25]([C:24]3[CH:28]=[CH:29][C:21]([NH:20][C:18](=[O:19])[C:17]4[CH:31]=[CH:32][CH:33]=[CH:34][C:16]=4[CH3:15])=[CH:22][C:23]=3[Cl:30])=[O:26])[C:7]3[CH:14]=[CH:13][CH:12]=[CH:11][C:8]=3[CH2:9]2)=[CH:3][CH:2]=1. Reported procedure: As described for Example 518, a mixture of 0.185 g of 5,10-dihydro-4H-pyrazolo[5,1-c][1,4]benzodiazepine, 0.369 g of 4-[(2-methylbenzoyl)amino]-2-chlorobenzoyl chloride and 0.158 g of diisopropylethylamine in 10 ml of dichloromethane is stirred at room temperature to give crystals (from ethyl acetate) m.p. 241°-244° C. Reactants: CCOC(=O)COc1ccc(O)c(Cl)c1, [Na+], CN(C)C=O, [OH-]. The product is CCOC(=O)COc1ccc(OC)c(Cl)c1. RXN SMILES: [Cl:1][c:2]1[cH:3][c:4]([O:5][CH2:6][C:7](=[O:8])[O:9][CH2:10][CH3:11])[cH:12][cH:13][c:14]1[OH:15].[Na+:17].[O:18]=[CH:19][N:20]([CH3:21])[CH3:22].[OH-:16]>>[Cl:1][c:2]1[cH:3][c:4]([O:5][CH2:6][C:7](=[O:8])[O:9][CH2:10][CH3:11])[cH:12][cH:13][c:14]1[O:15][CH3:19]. Starting materials: Nc1ccc(OCc2ccccc2)cc1, CS(C)=O, COc1cc2nc(Cl)nc(N)c2cc1OC. Yields the product COc1cc2nc(Nc3ccc(OCc4ccccc4)cc3)nc(N)c2cc1OC. Reaction SMILES: [CH2:17]([c:18]1[cH:19][cH:20][cH:21][cH:22][cH:23]1)[O:24][c:25]1[cH:26][cH:27][c:28]([NH2:29])[cH:30][cH:31]1.[CH3:32][S:33]([CH3:34])=[O:35].[Cl:1][c:2]1[n:3][c:4]2[cH:5][c:6]([O:15][CH3:16])[c:7]([O:13][CH3:14])[cH:8][c:9]2[c:10]([NH2:12])[n:11]1>>[c:2]1([NH:29][c:28]2[cH:27][cH:26][c:25]([O:24][CH2:17][c:18]3[cH:19][cH:20][cH:21][cH:22][cH:23]3)[cH:31][cH:30]2)[n:3][c:4]2[cH:5][c:6]([O:15][CH3:16])[c:7]([O:13][CH3:14])[cH:8][c:9]2[c:10]([NH2:12])[n:11]1.